Dataset: the Open Reaction Database (ORD), a public repository of structured organic reaction records. Task: describe an organic reaction: reactants, conditions, products, and yield The solvent is CO (methanol). The reagents and catalysts are [Pd] (palladium on charcoal). Procedure: To a solution of [(S)-3-(tert-butyldimethylsilanyloxy)-1-(2-fluorophenyl)propyl]-[5-(6-chloropyridin-3-yl)-6,6-dimethyl-4,4-dioxo-5,6-dihydro-4H-4lambda*6*-[1,4,3]oxathiazin-2-yl]amine (310 mg) in methanol was added palladium on charcoal (5%, 119 mg), and the mixture was stirred in a hydrogen atmosphere for 19 h. The mixture was filtered and the filtrate was concentrated. The residue was dissolved in methanol (10 ml) and treated with conc. HCl (1 ml). After 2 h, the solution was purified in a pu... Yields the product CC1(C(S(N=C(O1)N[C@@H](CCO)C1=C(C=CC=C1)F)(=O)=O)C=1C=NC=CC1)C ((S)-3-(6,6-Dimethyl-4,4-dioxo-5-pyridin-3-yl-5,6-dihydro-4H-4lambda*6*-[1,4,3]oxathiazin-2-ylamino)-3-(2-fluorophenyl)propan-1-ol). The reactants are [Si](C)(C)(C(C)(C)C)OCC[C@@H](C1=C(C=CC=C1)F)NC=1OC(C(S(N1)(=O)=O)C=1C=NC(=CC1)Cl)(C)C ([(S)-3-(tert-butyldimethylsilanyloxy)-1-(2-fluorophenyl)propyl]-[5-(6-chloropyridin-3-yl)-6,6-dimethyl-4,4-dioxo-5,6-dihydro-4H-4lambda*6*-[1,4,3]oxathiazin-2-yl]amine), [H][H] (hydrogen). Conditions: time 2 hour. RXN SMILES: [Si]([O:8][CH2:9][CH2:10][C@H:11]([NH:19][C:20]1[O:21][C:22]([CH3:36])([CH3:35])[CH:23]([C:28]2[CH:29]=[N:30][C:31](Cl)=[CH:32][CH:33]=2)[S:24](=[O:27])(=[O:26])[N:25]=1)[C:12]1[CH:17]=[CH:16][CH:15]=[CH:14][C:13]=1[F:18])(C(C)(C)C)(C)C.[H][H]>CO.[Pd]>[CH3:35][C:22]1([CH3:36])[O:21][C:20]([NH:19][C@H:11]([C:12]2[CH:17]=[CH:16][CH:15]=[CH:14][C:13]=2[F:18])[CH2:10][CH2:9][OH:8])=[N:25][S:24](=[O:26])(=[O:27])[CH:23]1[C:28]1[CH:29]=[N:30][CH:31]=[CH:32][CH:33]=1. The yield is 47.6%. Starting materials: O=C([O-])[O-], C1COCCO1, CC1(C)OB(c2cnn(C(CC#N)C3CCCC3)c2)OC1(C)C, COc1nc(Cl)c2cc[nH]c2n1, [K+], [K+], O, c1ccc(P(c2ccccc2)(c2ccccc2)[Pd](P(c2ccccc2)(c2ccccc2)c2ccccc2)(P(c2ccccc2)(c2ccccc2)c2ccccc2)P(c2ccccc2)(c2ccccc2)c2ccccc2)cc1. The product is COc1nc(-c2cnn(C(CC#N)C3CCCC3)c2)c2cc[nH]c2n1. Reaction SMILES: [C:36](=[O:37])([O-:38])[O-:39].[CH2:42]1[O:43][CH2:44][CH2:45][O:46][CH2:47]1.[CH:13]1([CH:18]([CH2:19][C:20]#[N:21])[n:22]2[n:23][cH:24][c:25]([B:27]3[O:28][C:29]([CH3:30])([CH3:31])[C:32]([CH3:33])([CH3:34])[O:35]3)[cH:26]2)[CH2:14][CH2:15][CH2:16][CH2:17]1.[Cl:1][c:2]1[c:3]2[c:4]([n:5][c:6]([O:8][CH3:9])[n:7]1)[nH:10][cH:11][cH:12]2.[K+:40].[K+:41].[OH2:48].[cH:49]1[cH:50][cH:51][c:52]([P:53]([Pd:54]([P:55]([c:56]2[cH:57][cH:58][cH:59][cH:60][cH:61]2)([c:62]2[cH:63][cH:64][cH:65][cH:66][cH:67]2)[c:68]2[cH:69][cH:70][cH:71][cH:72][cH:73]2)([P:74]([c:75]2[cH:76][cH:77][cH:78][cH:79][cH:80]2)([c:81]2[cH:82][cH:83][cH:84][cH:85][cH:86]2)[c:87]2[cH:88][cH:89][cH:90][cH:91][cH:92]2)[P:93]([c:94]2[cH:95][cH:96][cH:97][cH:98][cH:99]2)([c:100]2[cH:101][cH:102][cH:103][cH:104][cH:105]2)[c:106]2[cH:107][cH:108][cH:109][cH:110][cH:111]2)([c:112]2[cH:113][cH:114][cH:115][cH:116][cH:117]2)[c:118]2[cH:119][cH:120][cH:121][cH:122][cH:123]2)[cH:124][cH:125]1>>[c:2]1(-[c:25]2[cH:24][n:23][n:22]([CH:18]([CH:13]3[CH2:14][CH2:15][CH2:16][CH2:17]3)[CH2:19][C:20]#[N:21])[cH:26]2)[c:3]2[c:4]([n:5][c:6]([O:8][CH3:9])[n:7]1)[nH:10][cH:11][cH:12]2. Reaction SMILES: Cl[C:2]1([S:12]([NH2:15])(=[O:14])=[O:13])[CH:6](C(OCC)=O)[CH:5]=[CH:4][S:3]1.Cl.[NH2:17][CH2:18][CH:19]([SH:21])[CH3:20].[O-:22][CH2:23]C.[Na+]>>[CH3:20][CH:19]1[CH2:18][NH:17][C:23](=[O:22])[C:5]2[CH:6]=[C:2]([S:12](=[O:13])(=[O:14])[NH2:15])[S:3][C:4]=2[S:21]1 |f:1.2,3.4|. Yield: 51.0%. Starting materials: ClC1(SC=CC1C(=O)OCC)S(=O)(=O)N (2-chloro-3-carboethoxythiophene-2-sulfonamide), Cl.NCC(C)S (1-amino-2-propanethiol hydrochloride), [O-]CC.[Na+] (sodium ethoxide). Yields the product CC1SC2=C(C(NC1)=O)C=C(S2)S(N)(=O)=O (2(R,S)-methyl-7-sulfamoyl-3,4-dihydrothieno-[3,2-f]-1,4-thiazepin-5(2H)-on). Procedure: Following the procedure described in Example 1, Step E, 2-chloro-3-carboethoxythiophene-2-sulfonamide was reacted with 1-amino-2-propanethiol hydrochloride in the presence of four equivalents of sodium ethoxide to give, after recrystallization from ethyl acetate, a 51% yield of title compound, mp 199°-201° C. The reactants are COc1ccc(COC(=O)Oc2ccccc2)cc1, Cc1ccc(CSc2nc3cscc3[nH]2)nc1, [H-], [Na+], CN(C)C=O. Yields the product COc1ccc(COC(=O)n2c(SCc3ccc(C)cn3)nc3cscc32)cc1. Reaction SMILES: [C:20]([O:21][CH2:22][c:23]1[cH:24][cH:25][c:26]([O:29][CH3:30])[cH:27][cH:28]1)([O:31][c:33]1[cH:34][cH:35][cH:36][cH:37][cH:38]1)=[O:32].[CH3:1][c:2]1[cH:3][cH:4][c:5]([CH2:8][S:9][c:10]2[n:11][c:12]3[c:13]([nH:14]2)[cH:15][s:16][cH:17]3)[n:6][cH:7]1.[H-:18].[Na+:19].[O:39]=[CH:40][N:41]([CH3:42])[CH3:43]>>[CH3:1][c:2]1[cH:3][cH:4][c:5]([CH2:8][S:9][c:10]2[n:11]([C:20]([O:21][CH2:22][c:23]3[cH:24][cH:25][c:26]([O:29][CH3:30])[cH:27][cH:28]3)=[O:31])[c:12]3[c:13]([n:14]2)[cH:15][s:16][cH:17]3)[n:6][cH:7]1. Reactants: ClC1=NSC2=C1C(CCC2)=O (3-Chloro-4,5,6,7-tetrahydro-1,2-benzisothiazol-4-one), [Na] (sodium), CO (methanol). Product: COC1=NSC2=C1C(CCC2)=O (3-Methoxy-4,5,6,7-tetrahydro-1,2-benzisothiazol-4-one). RXN SMILES: Cl[C:2]1[C:6]2[C:7](=[O:11])[CH2:8][CH2:9][CH2:10][C:5]=2[S:4][N:3]=1.[Na].[CH3:13][OH:14]>>[CH3:13][O:14][C:2]1[C:6]2[C:7](=[O:11])[CH2:8][CH2:9][CH2:10][C:5]=2[S:4][N:3]=1 |^1:11|. Reported procedure: A mixture of 3-chloro-4,5,6,7-tetrahydro-1,2-benzisothiazol-4-one 24a (600 mg) and a solution of sodium (506 mg) in methanol (22 mL) was stirred at 90° C. for 1 h. The reaction mixture was evaporated and water (20 mL) was added to the residue. Extractions with methylene chloride (3×30 mL), drying and evaporation gave an oil. Column chromatography on silica gel (eluent: toluene-ethyl acetate 4:1) gave the title compound (251 mg). Mp 45-46° C. The reactants are COc1ccc(CN2CC(C(=O)O)Oc3ccc(OC(F)(F)F)cc32)cc1, CC(C)[N-]C(C)C, Cl, CI, [Li+], C1CCOC1, O. Yields the product COc1ccc(CN2CC(C)(C(=O)O)Oc3ccc(OC(F)(F)F)cc32)cc1. RXN SMILES: [CH3:1][O:2][c:3]1[cH:4][cH:5][c:6]([CH2:9][N:10]2[CH2:11][CH:12]([C:25](=[O:26])[OH:27])[O:13][c:14]3[c:15]2[cH:16][c:17]([O:20][C:21]([F:22])([F:23])[F:24])[cH:18][cH:19]3)[cH:7][cH:8]1.[CH3:29][CH:30]([N-:31][CH:32]([CH3:33])[CH3:34])[CH3:35].[ClH:38].[I:36][CH3:37].[Li+:28].[O:39]1[CH2:40][CH2:41][CH2:42][CH2:43]1.[OH2:44]>>[CH3:1][O:2][c:3]1[cH:4][cH:5][c:6]([CH2:9][N:10]2[CH2:11][C:12]([C:25](=[O:26])[OH:27])([CH3:29])[O:13][c:14]3[c:15]2[cH:16][c:17]([O:20][C:21]([F:22])([F:23])[F:24])[cH:18][cH:19]3)[cH:7][cH:8]1. Reactants: CC(=O)Nc1ccccc1OS(=O)(=O)c1ccc(C)cc1, C#Cc1ccccc1, CCCCCCC, CCOC(C)=O. Yields the product CC(=O)Nc1ccccc1C#Cc1ccccc1. As a reaction SMILES: [C:1]([CH3:2])(=[O:3])[NH:4][c:5]1[c:6]([O:11][S:12]([c:13]2[cH:14][cH:15][c:16]([CH3:17])[cH:18][cH:19]2)(=[O:20])=[O:21])[cH:7][cH:8][cH:9][cH:10]1.[C:22](#[CH:23])[c:24]1[cH:25][cH:26][cH:27][cH:28][cH:29]1.[CH3:30][CH2:31][CH2:32][CH2:33][CH2:34][CH2:35][CH3:36].[CH3:37][CH2:38][O:39][C:40]([CH3:41])=[O:42]>>[C:1]([CH3:2])(=[O:3])[NH:4][c:5]1[c:6]([C:23]#[C:22][c:24]2[cH:25][cH:26][cH:27][cH:28][cH:29]2)[cH:7][cH:8][cH:9][cH:10]1.